describe an organic reaction: reactants, conditions, products, and yield From a dataset of the Open Reaction Database (ORD), a public repository of structured organic reaction records. Yields the product CNC(=O)c1cccc(I)c1. The reactants are C1CCOC1, CN, ClCCl, O=C(Cl)c1cccc(I)c1. Reaction SMILES: [CH2:13]1[O:14][CH2:15][CH2:16][CH2:17]1.[CH3:11][NH2:12].[Cl:18][CH2:19][Cl:20].[I:1][c:2]1[cH:3][c:4]([C:5](=[O:6])[Cl:7])[cH:8][cH:9][cH:10]1>>[I:1][c:2]1[cH:3][c:4]([C:5](=[O:6])[NH:12][CH3:11])[cH:8][cH:9][cH:10]1. Reactants: C(C)(=O)C1=C(OCCCCCOC=2C=C3C=CC(=CC3=CC2)C(=O)OCC)C=CC=C1O (Ethyl 6-[5-(2-acetyl-3-hydroxyphenoxy)pentyloxy]naphthalene-2-carboxylate), C([O-])([O-])=O.[K+].[K+] (potassium carbonate), C(C=C)Br (allyl bromide), CN(C=O)C (dimethyl formamide). Run in O (water). Yields the product ethyl ester, C(C)(=O)C1=C(OCCCCCOC=2C=C3C=CC(=CC3=CC2)C(=O)O)C=CC=C1OCC=C (6-{5-[2-Acetyl-3-(prop-2-enyloxy)phenoxy]pentyloxy}naphthalene-2-carboxylic acid). RXN SMILES: [C:1]([C:4]1[C:31](O)=[CH:30][CH:29]=[CH:28][C:5]=1[O:6][CH2:7][CH2:8][CH2:9][CH2:10][CH2:11][O:12][C:13]1[CH:14]=[C:15]2[C:20](=[CH:21][CH:22]=1)[CH:19]=[C:18]([C:23]([O:25]CC)=[O:24])[CH:17]=[CH:16]2)(=[O:3])[CH3:2].C(=O)([O-])[O-].[K+].[K+].[CH2:39](Br)[CH:40]=C.CN(C)[CH:45]=[O:46]>O>[C:1]([C:4]1[C:31]([O:46][CH2:45][CH:39]=[CH2:40])=[CH:30][CH:29]=[CH:28][C:5]=1[O:6][CH2:7][CH2:8][CH2:9][CH2:10][CH2:11][O:12][C:13]1[CH:14]=[C:15]2[C:20](=[CH:21][CH:22]=1)[CH:19]=[C:18]([C:23]([OH:25])=[O:24])[CH:17]=[CH:16]2)(=[O:3])[CH3:2] |f:1.2.3|. Procedure: Ethyl 6-[5-(2-acetyl-3-hydroxyphenoxy)pentyloxy]naphthalene-2-carboxylate (1.85 g), potassium carbonate (0.59 g) and allyl bromide (0.74 ml) were stirred in dry dimethyl formamide (40 ml) for 20 hr. The mixture was diluted with water and extracted with ethyl acetate, which was washed with water, dried and evaporated to yield the ethyl ester of the sub-title compound (2.2 g) as a pale yellow solid. The ester (0.65 g) was hydrolysed by the method of Example 2f to give the title acid (0.36 g), mp 1... Starting materials: CI, CN(C)C=O, CC(n1ncnn1)C(O)(c1ccc(OC(F)(F)F)cc1)c1ccc(OC(F)(F)F)cc1, [H-], [Na+], O. The product is COC(c1ccc(OC(F)(F)F)cc1)(c1ccc(OC(F)(F)F)cc1)C(C)n1ncnn1. RXN SMILES: [CH3:34][I:35].[CH3:36][N:37]([CH3:38])[CH:39]=[O:40].[F:1][C:2]([O:3][c:4]1[cH:5][cH:6][c:7]([C:10]([CH:11]([CH3:12])[n:13]2[n:14][cH:15][n:16][n:17]2)([OH:18])[c:19]2[cH:20][cH:21][c:22]([O:25][C:26]([F:27])([F:28])[F:29])[cH:23][cH:24]2)[cH:8][cH:9]1)([F:30])[F:31].[H-:32].[Na+:33].[OH2:41]>>[F:1][C:2]([O:3][c:4]1[cH:5][cH:6][c:7]([C:10]([CH:11]([CH3:12])[n:13]2[n:14][cH:15][n:16][n:17]2)([O:18][CH3:34])[c:19]2[cH:20][cH:21][c:22]([O:25][C:26]([F:27])([F:28])[F:29])[cH:23][cH:24]2)[cH:8][cH:9]1)([F:30])[F:31].